This data is from the Open Reaction Database (ORD), a public repository of structured organic reaction records. The task is: describe an organic reaction: reactants, conditions, products, and yield Starting materials: C(C)(C)(C)OC(=O)NCCCCCC(=O)NC(C(=O)O)CNC(=O)C=1C=C2C=NN(C2=CC1)CCCNC=1NC=CN1 (2-(6-((Tert-butoxy)carbonylamino)hexanoylamino)-3-((1-(3-(imidazol-2-ylamino)propyl)(1H-indazol-5-yl))carbonylamino)propanoic acid), FC(C(=O)O)(F)F (Trifluoroacetic acid). Run in C(Cl)Cl (methylene chloride). Reaction conditions: time 2 hour. The product is NCCCCCC(=O)NC(C(=O)O)CNC(=O)C=1C=C2C=NN(C2=CC1)CCCNC=1NC=CN1 (2-(6-Aminohexanoylamino)-3-((1-(3-(imidazol-2-ylamino)propyl)(1H-indazol-5-yl))carbonyl-amino)propanoic acid). Isolated yield 112.0%. Reaction SMILES: C(OC([NH:8][CH2:9][CH2:10][CH2:11][CH2:12][CH2:13][C:14]([NH:16][CH:17]([CH2:21][NH:22][C:23]([C:25]1[CH:26]=[C:27]2[C:31](=[CH:32][CH:33]=1)[N:30]([CH2:34][CH2:35][CH2:36][NH:37][C:38]1[NH:39][CH:40]=[CH:41][N:42]=1)[N:29]=[CH:28]2)=[O:24])[C:18]([OH:20])=[O:19])=[O:15])=O)(C)(C)C.FC(F)(F)C(O)=O>C(Cl)Cl>[NH2:8][CH2:9][CH2:10][CH2:11][CH2:12][CH2:13][C:14]([NH:16][CH:17]([CH2:21][NH:22][C:23]([C:25]1[CH:26]=[C:27]2[C:31](=[CH:32][CH:33]=1)[N:30]([CH2:34][CH2:35][CH2:36][NH:37][C:38]1[NH:39][CH:40]=[CH:41][N:42]=1)[N:29]=[CH:28]2)=[O:24])[C:18]([OH:20])=[O:19])=[O:15]. Reported procedure: 2-(6-((Tert-butoxy)carbonylamino)hexanoylamino)-3-((1-(3-(imidazol-2-ylamino)propyl)(1H-indazol-5-yl))carbonylamino)propanoic acid (0.0322 g, 0.0551 mmol) was dissolved in methylene chloride (1 mL). Trifluoroacetic acid (1 mL) was added, and the reaction was stirred for 2 h. The reaction was concentrated to an oil under high vacuum. The oil was triturated with ether. The product was filtered, washed with ether, dissolved in 50/50 acetonitrile/water, and lyophilized to give 29.9 mgs (91%) of prod... Yields the product C(C1=CC=CC=C1)OC1=C(C=CC=C1)[C@@H](C(=O)OC)[C@H](O)C1CCCCC1 (methyl (2R,3R)-2-(2-benzyloxyphenyl)-3-cyclohexyl-3-hydroxypropionate). Procedure: To a dry ice-acetone bath cooled 1.45M solution of lithium diisopropylamide in a mixture of tetrahydrofuran and n-hexane (1.4 ml) was added methyl (2-benzyloxyphenyl)acetate (256 mg). The mixture was stirred for 30 minutes at the same temperature and then for 30 minutes at 0° C. After cooling the solution to −78° C. chlorotrimethylsilane (0.3 ml) was added and the mixture was allowed to warm to room temperature. The solution was diluted with n-hexane (50 ml), filtered through celite, and concent... RXN SMILES: CC(C)[C@H](NS(C1C=CC(C)=CC=1)(=O)=O)CO.[CH:18]1([CH:24]=[O:25])[CH2:23][CH2:22][CH2:21][CH2:20][CH2:19]1.[CH2:26]([O:33][C:34]1[CH:39]=[CH:38][CH:37]=[CH:36][C:35]=1[CH:40]=[C:41]([O:47][CH3:48])[O:42][Si](C)(C)C)[C:27]1[CH:32]=[CH:31][CH:30]=[CH:29][CH:28]=1>ClCCl.O1CCCC1>[CH2:26]([O:33][C:34]1[CH:39]=[CH:38][CH:37]=[CH:36][C:35]=1[C@H:40]([C@@H:24]([CH:18]1[CH2:23][CH2:22][CH2:21][CH2:20][CH2:19]1)[OH:25])[C:41]([O:47][CH3:48])=[O:42])[C:27]1[CH:32]=[CH:31][CH:30]=[CH:29][CH:28]=1. Conditions: time 30 minute. Solvent: O1CCCC1 (tetrahydrofuran), ClCCl (dichloromethane), ClCCl (dichloromethane). Starting materials: solution, C1(CCCCC1)C=O (cyclohexanecarbaldehyde), C(C1=CC=CC=C1)OC1=C(C=CC=C1)C=C(O[Si](C)(C)C)OC (2-(2-benzyloxyphenyl)-1-methoxy-1-trimethylsilyloxyethylene), CC([C@@H](CO)NS(=O)(=O)C1=CC=C(C=C1)C)C ((2S)-3-methyl-2-(p-tolylsulfonylamino)butanol). Reactants: BrCC(=O)NC1[C@@H]2N(C(=C(CS2)CNC(C2=C(C=CC=C2Cl)Cl)=O)C(=O)O)C1=O (7-bromoacetamido-3-(2,6-dichlorobenzoylamino)methylceph-3-em-4-carboxylic acid), SC1=NN=NS1 (5-mercapto-1,2,3,4-thiatriazole). Product: S1N=NN=C1SC1[C@@H]2N(C(=C(C(S2)NC(C)=O)CNC(C2=C(C=CC=C2Cl)Cl)=O)C(=O)O)C1=O (7-(1,2,3,4-thiatriazole-5-ylthio)-acetamido-3-(2,6-dichlorobenzoylamino)methylceph-3-em-4-carboxylic acid). The yield is 65.0%. Reaction SMILES: BrCC(N[CH:6]1[C:28](=[O:29])[N:8]2[C:9]([C:25]([OH:27])=[O:26])=[C:10]([CH2:13][NH:14][C:15](=[O:24])[C:16]3[C:21]([Cl:22])=[CH:20][CH:19]=[CH:18][C:17]=3[Cl:23])[CH2:11][S:12][C@H:7]12)=O.[SH:30][C:31]1[S:35][N:34]=[N:33][N:32]=1>>[S:35]1[C:31]([S:30][CH:6]2[C:28](=[O:29])[N:8]3[C:9]([C:25]([OH:27])=[O:26])=[C:10]([CH2:13][NH:14][C:15](=[O:24])[C:16]4[C:21]([Cl:22])=[CH:20][CH:19]=[CH:18][C:17]=4[Cl:23])[CH:11]([NH:14][C:15](=[O:24])[CH3:16])[S:12][C@H:7]23)=[N:32][N:33]=[N:34]1. Reported procedure: 1.0 g. of 7-bromoacetamido-3-(2,6-dichlorobenzoylamino)methylceph-3-em-4-carboxylic acid and 0.24 g. of 5-mercapto-1,2,3,4-thiatriazole were reacted and worked up according to the method of Example 15. Thus 0.73 g. (65%) of 7-(1,2,3,4-thiatriazole-5-ylthio)-acetamido-3-(2,6-dichlorobenzoylamino)methylceph-3-em-4-carboxylic acid were obtained.